Dataset: the Open Reaction Database (ORD), a public repository of structured organic reaction records. Task: describe an organic reaction: reactants, conditions, products, and yield Starting materials: [OH-].[Na+] (sodium hydroxide), [N+](=[N-])=C (diazomethane), CCOCC (ether), diazoketone, B(F)(F)F.CCOCC (boron trifluoride etherate), C(C1=CC=CC=C1)#N (benzonitrile), ClCCl (dichloromethane). Product: ClCC1=CN=C(O1)C1=CC=CC=C1 (5-Chloromethyl-2-phenyl oxazole). Isolated yield 22.0%. Reaction SMILES: [N+](=C)=[N-].CC[O:6][CH2:7][CH3:8].B(F)(F)F.CCOCC.[C:18](#[N:25])[C:19]1[CH:24]=[CH:23][CH:22]=[CH:21][CH:20]=1.[OH-].[Na+].[Cl:28][CH2:29]Cl>>[Cl:28][CH2:29][C:7]1[O:6][C:18]([C:19]2[CH:24]=[CH:23][CH:22]=[CH:21][CH:20]=2)=[N:25][CH:8]=1 |f:2.3,5.6|. Procedure details: A solution of chloracetyl chloride (freshly distilled, 1.59 ml, 20 mmol) in ether (10 ml) was added dropwise to a cooled (0° C.) solution of diazomethane in ether (40 mmol, ex 10.8 g Diazald) and stirred until nitrogen had ceased (ca. 10-15 mins). The solvent was blown off using nitrogen and the residual oil containing the diazoketone used without further purification. The 1-chloro-3-diazo propanone was taken up in dichloromethane (50 ml) and added dropwise to a solution of boron trifluoride eth... Reactants: O=C(NC1(c2nnc[nH]2)CC1)OCc1ccccc1, CO. Yields the product NC1(c2nnc[nH]2)CC1. As a reaction SMILES: [CH2:1]([O:2][C:3](=[O:4])[NH:10][C:11]1([c:14]2[n:15][n:16][cH:17][nH:18]2)[CH2:12][CH2:13]1)[c:5]1[cH:6][cH:7][cH:8][cH:9][cH:19]1.[CH3:20][OH:21]>>[NH2:10][C:11]1([c:14]2[n:15][n:16][cH:17][nH:18]2)[CH2:12][CH2:13]1.